This data is from the Open Reaction Database (ORD), a public repository of structured organic reaction records. The task is: describe an organic reaction: reactants, conditions, products, and yield The reactants are C(C)SC1=CC=C(CC(C(=O)OC)C(=O)C)C=C1 (methyl 2-(4-ethylthiobenzyl)-acetoacetate), O (water), Cl.C(C)(=N)N (acetoamidine hydrochloride), C[O-].[Na+] (sodium methoxide). Run in CO (methanol), CO (methanol). Reaction conditions: time 5 minute. The product is C(C)SC1=CC=C(CC=2C(NC(=NC2C)C)=O)C=C1 (5-(4-ethylthiobenzyl)-2,6-dimethyl-3H-pyrimidin-4-one). Yield: 21.4%. Reaction SMILES: Cl.[C:2]([NH2:5])(=[NH:4])[CH3:3].C[O-].[Na+].[CH2:9]([S:11][C:12]1[CH:26]=[CH:25][C:15]([CH2:16][CH:17]([C:22]([CH3:24])=O)[C:18](OC)=[O:19])=[CH:14][CH:13]=1)[CH3:10].O>CO>[CH2:9]([S:11][C:12]1[CH:26]=[CH:25][C:15]([CH2:16][C:17]2[C:18](=[O:19])[NH:4][C:2]([CH3:3])=[N:5][C:22]=2[CH3:24])=[CH:14][CH:13]=1)[CH3:10] |f:0.1,2.3|. Procedure details: To a solution of 4-ethylthiobenzyl alcohol (3.7 g) in tetrahydrofuran (80 mL) were added triethylamine (3.0 mL) and methanesulfonyl chloride (1.7 mL) at 0° C., and the mixture was stirred for 30 minutes. After the insoluble material was removed by filtration, the filtrate was added to a suspension of sodium hydride (60%, 0.88 g) and methyl acetoacetate (2.4 mL) in 1,2-dimethoxyethane (100 mL), and the mixture was heated under reflux for 4 hours. The reaction mixture was poured into saturated aqu... Starting materials: CCO, C1=CCC=CC1, CCOP(=O)(CCNCCNC(=O)OCc1ccccc1)OCC. The product is CCOP(=O)(CCNCCN)OCC. Reaction SMILES: [CH3:31][CH2:32][OH:33].[CH:25]1=[CH:30][CH2:29][CH:28]=[CH:27][CH2:26]1.[c:1]1([CH2:2][O:3][C:4](=[O:5])[NH:10][CH2:11][CH2:12][NH:13][CH2:14][CH2:15][P:16](=[O:17])([O:18][CH2:19][CH3:20])[O:21][CH2:22][CH3:23])[cH:6][cH:7][cH:8][cH:9][cH:24]1>>[NH2:10][CH2:11][CH2:12][NH:13][CH2:14][CH2:15][P:16](=[O:17])([O:18][CH2:19][CH3:20])[O:21][CH2:22][CH3:23]. The reactants are CN1CCN(CC1)CC(=O)O ((4-Methyl-piperazin-1-yl)-acetic acid), C(C)(C)N(C(C)C)CC (N,N-diisopropyl ethyl amine), F[B-](F)(F)F.N1(N=NC2=C1C=CC=C2)OC(=[N+](C)C)N(C)C (2-(1H-benzotriazole-1-yl)-1,1,3,3-tetramethyluronium tetrafluoroborate), C1(CCCCCC1)NC=1OCC2=C(N1)C=CC(=C2)N (N2-Cycloheptyl-4H-benzo[d][1,3]oxazine-2,6-diamine). Solvent: ClCCl (dichloromethane), CN(C=O)C (dimethylformamide), O (water). Reaction conditions: time 30 minute. The product is C1(CCCCCC1)NC=1OCC2=C(N1)C=CC(=C2)NC(CN2CCN(CC2)C)=O (N-(2-Cycloheptylamino-4H-benzo[d][1,3]oxazin-6-yl)-2-(4-methyl-piperazin-1-yl)-acetamide). Isolated yield 41.0%. As a reaction SMILES: [CH3:1][N:2]1[CH2:7][CH2:6][N:5]([CH2:8][C:9]([OH:11])=O)[CH2:4][CH2:3]1.C(N(CC)C(C)C)(C)C.F[B-](F)(F)F.N1(OC(N(C)C)=[N+](C)C)C2C=CC=CC=2N=N1.[CH:43]1([NH:50][C:51]2[O:52][CH2:53][C:54]3[CH:60]=[C:59]([NH2:61])[CH:58]=[CH:57][C:55]=3[N:56]=2)[CH2:49][CH2:48][CH2:47][CH2:46][CH2:45][CH2:44]1>ClCCl.CN(C)C=O.O>[CH:43]1([NH:50][C:51]2[O:52][CH2:53][C:54]3[CH:60]=[C:59]([NH:61][C:9](=[O:11])[CH2:8][N:5]4[CH2:4][CH2:3][N:2]([CH3:1])[CH2:7][CH2:6]4)[CH:58]=[CH:57][C:55]=3[N:56]=2)[CH2:44][CH2:45][CH2:46][CH2:47][CH2:48][CH2:49]1 |f:2.3|. Procedure details: (4-Methyl-piperazin-1-yl)-acetic acid (167 mg, 1.1 mmol), N,N-diisopropyl ethyl amine (398 mg, 3.1 mmol) and 2-(1H-benzotriazole-1-yl)-1,1,3,3-tetramethyluronium tetrafluoroborate (452 mg, 1.4 mmol) were dissolved in dichloromethane 25 mL) and dimethylformamide (5 mL). The reaction mixture was stirred at room temperature for 30 minutes. N2-Cycloheptyl-4H-benzo[d][1,3]oxazine-2,6-diamine (228 mg, 0.88 mmol) was added and stirring was continued overnight. The reaction mixture was diluted with wate... Starting materials: COC(=O)C=1SC(=C(C1)C)OCCO (4-Methyl-5-(2-hydroxy-1-ethoxy)-thiophene-2-carboxylic acid methyl ester). Run in C1=CC=CC=C1 (benzene). The product is COC(=O)C=1SC(=CC1)OCCO (5-(2-Hydroxy-1-ethoxy)-thiophene-2-carboxylic acid methyl ester). RXN SMILES: [CH3:1][O:2][C:3]([C:5]1[S:6][C:7]([O:11][CH2:12][CH2:13][OH:14])=[C:8](C)[CH:9]=1)=[O:4]>C1C=CC=CC=1>[CH3:1][O:2][C:3]([C:5]1[S:6][C:7]([O:11][CH2:12][CH2:13][OH:14])=[CH:8][CH:9]=1)=[O:4]. Reported procedure: 4-Methyl-5-(2-hydroxy-1-ethoxy)-thiophene-2-carboxylic acid methyl ester, melting point (benzene) 70°-72° C. (90%). Reactants: C(C1=CC=CO1)N1CN=C2N1C1=C(C(N2C2=CC=CC=C2)=O)C=NC2=C1C=NN2 (1-furfuryl-4-phenyl-4H-pyrazolo[4',3':5,6]pyrido[3,4-e][1,2,4]triazolo[1,5-a]pyrimidin-5(8H)-one), COCCOCCOC (diethyleneglycol dimethylether), [Se](=O)=O (selenium dioxide). Reaction conditions: time 2 hour. Yields the product C1(=CC=CC=C1)N1C=2N(C3=C(C1=O)C=NC1=C3C=NN1)N=CN2 (4-Phenyl-4H-pyrazolo[4',3':5,6]pyrido[3,4-e][1,2,4]-triazolo[1,5-a]pyrimidin-5(8H)-one). As a reaction SMILES: C([N:7]1[N:11]2[C:12]3[C:26]4[CH:27]=[N:28][NH:29][C:25]=4[N:24]=[CH:23][C:13]=3[C:14](=[O:22])[N:15]([C:16]3[CH:21]=[CH:20][CH:19]=[CH:18][CH:17]=3)[C:10]2=[N:9][CH2:8]1)C1OC=CC=1.COCCOCCOC.[Se](=O)=O>>[C:16]1([N:15]2[C:14](=[O:22])[C:13]3[CH:23]=[N:24][C:25]4[NH:29][N:28]=[CH:27][C:26]=4[C:12]=3[N:11]3[N:7]=[CH:8][N:9]=[C:10]23)[CH:17]=[CH:18][CH:19]=[CH:20][CH:21]=1. Procedure: 0.01 mol. of 1-furfuryl-4-phenyl-4H-pyrazolo[4',3':5,6]pyrido[3,4-e][1,2,4]triazolo[1,5-a]pyrimidin-5(8H)-one is heated in 50 ml. of diethyleneglycol dimethylether containing 0.01 mol. of selenium dioxide at reflux temperature with stirring for two hours. The mixture is filtered hot and evaporated to dryness. 4-Phenyl-4H-pyrazolo[4',3':5,6]pyrido[3,4-e][1,2,4]triazolo[1,5-a]-pyrimidin-5(8H)-one remains. Starting materials: N,N′-carbonyldiimidazole, C1=CC=CC2=CC3=CC=CC=C3C(=C12)CO (9-anthracenemethanol), CN(C=O)C (dimethylformamide), Cl (hydrochloric acid), C(CC)N (mono-n-propylamine). Run at time 1 hour. The product is C(CC)NC(OCC=1C2=CC=CC=C2C=C2C=CC=CC12)=O (9-anthrylmethyl N-n-propylcarbamate). Isolated yield 93.0%. As a reaction SMILES: [CH:1]1[C:14]2[C:5](=[CH:6][C:7]3[C:12]([C:13]=2[CH2:15][OH:16])=[CH:11][CH:10]=[CH:9][CH:8]=3)[CH:4]=[CH:3][CH:2]=1.[CH2:17]([NH2:20])[CH2:18][CH3:19].Cl.CN(C)[CH:24]=[O:25]>>[CH2:17]([NH:20][C:24](=[O:25])[O:16][CH2:15][C:13]1[C:12]2[C:7]([CH:6]=[C:5]3[C:14]=1[CH:1]=[CH:2][CH:3]=[CH:4]3)=[CH:8][CH:9]=[CH:10][CH:11]=2)[CH2:18][CH3:19]. Procedure details: To the solution dissolved 8.92 g of N,N′-carbonyldiimidazole (55 mmol; produced by Wako Pure Chemical Industries, Ltd.) into 40 mL of dimethylformamide (DMF), 10.4 g of 9-anthracenemethanol (50 mmol; produced by Wako Pure Chemical Industries, Ltd.) was added under cooling with ice, then, the solution was reacted by stirring for 1 hour at the same temperature. Subsequently, 4.13 g of mono-n-propylamine (70 mmol; produced by Wako Pure Chemical Industries, Ltd.) was added to this solution, and the ... Reaction conditions: time 8 hour. Solvent: O1CCCC1 (tetrahydrofuran). Reported procedure: Equimolar amounts of 3-(R)-amino-1,3-dihydro-1-methyl-5-phenyl-2H-1,4-benzodiazepin-2-one and 3-methoxyphenylisocyanate were mixed in 8 ml of dry tetrahydrofuran at room temperature. The reaction mixture was allowed to stand for 8 hours and was then filtered. The collected solids were washed with tetrahydrofuran and dried in vacuo over P2O5 to give the analytical product: m.p. 216°-219° C. Product: CN1C([C@@H](N=C(C2=C1C=CC=C2)C2=CC=CC=C2)NC(=O)NC2=CC(=CC=C2)OC)=O ((R)-N-(2,3-Dihydro-1-methyl-2-oxo-5-phenyl-1H-1,4-benzodiazepin-3-yl)-N'-(3-methoxyphenyl)-urea). The reactants are N[C@H]1C(N(C2=C(C(=N1)C1=CC=CC=C1)C=CC=C2)C)=O (3-(R)-amino-1,3-dihydro-1-methyl-5-phenyl-2H-1,4-benzodiazepin-2-one), COC=1C=C(C=CC1)N=C=O (3-methoxyphenylisocyanate). As a reaction SMILES: [NH2:1][C@@H:2]1[N:8]=[C:7]([C:9]2[CH:14]=[CH:13][CH:12]=[CH:11][CH:10]=2)[C:6]2[CH:15]=[CH:16][CH:17]=[CH:18][C:5]=2[N:4]([CH3:19])[C:3]1=[O:20].[CH3:21][O:22][C:23]1[CH:24]=[C:25]([N:29]=[C:30]=[O:31])[CH:26]=[CH:27][CH:28]=1>O1CCCC1>[CH3:19][N:4]1[C:5]2[CH:18]=[CH:17][CH:16]=[CH:15][C:6]=2[C:7]([C:9]2[CH:14]=[CH:13][CH:12]=[CH:11][CH:10]=2)=[N:8][C@@H:2]([NH:1][C:30]([NH:29][C:25]2[CH:26]=[CH:27][CH:28]=[C:23]([O:22][CH3:21])[CH:24]=2)=[O:31])[C:3]1=[O:20].